From a dataset of the Open Reaction Database (ORD), a public repository of structured organic reaction records. describe an organic reaction: reactants, conditions, products, and yield RXN SMILES: [CH2:10]([OH:11])[CH3:12].[CH3:15][OH:16].[CH3:17][O-:18].[CH3:1][CH:2]([CH2:3][S:4](=[O:5])(=[O:6])[NH2:7])[CH2:8][Cl:9].[CH3:30][OH:31].[Cl:20][c:21]1[cH:22][cH:23][c:24]2[n:25]([n:26]1)[cH:27][cH:28][n:29]2.[K+:14].[Na+:19].[SH-:13]>>[CH3:1][CH:2]([CH2:3][S:4](=[O:5])(=[O:6])[NH2:7])[CH2:8][S:13][c:21]1[cH:22][cH:23][c:24]2[n:25]([n:26]1)[cH:27][cH:28][n:29]2. Yields the product CC(CSc1ccc2nccn2n1)CS(N)(=O)=O. The reactants are CCO, CO, C[O-], CC(CCl)CS(N)(=O)=O, CO, Clc1ccc2nccn2n1, [K+], [Na+], [SH-].